This data is from the Open Reaction Database (ORD), a public repository of structured organic reaction records. The task is: describe an organic reaction: reactants, conditions, products, and yield The reactants are NC1=C(C(=O)O)C=CC=C1Br (2-amino-3-bromobenzoic acid), C(CC)P1(OP(OP(O1)(CCC)=O)(CCC)=O)=O (2,4,6-tripropyl-1,3,5,2,4,6-trioxatriphosphinane 2,4,6-trioxide), Cl.O1CCC(CC1)N (tetrahydro-2H-pyran-4-amine hydrochloride), CCN(C(C)C)C(C)C (DIEA). The solvent is CCOC(=O)C (EtOAc). Run at temperature 0 celsius, time 5 minute. Yields the product NC1=C(C(=O)NC2CCOCC2)C=CC=C1Br (2-amino-3-bromo-N-(tetrahydro-2H-pyran-4-yl)benzamide). Yield: 52.4%. Reaction SMILES: [NH2:1][C:2]1[C:10]([Br:11])=[CH:9][CH:8]=[CH:7][C:3]=1[C:4]([OH:6])=O.C(P1(=O)OP(=O)(CCC)OP(=O)(CCC)O1)CC.Cl.[O:31]1[CH2:36][CH2:35][CH:34]([NH2:37])[CH2:33][CH2:32]1.CCN(C(C)C)C(C)C>CCOC(C)=O>[NH2:1][C:2]1[C:10]([Br:11])=[CH:9][CH:8]=[CH:7][C:3]=1[C:4]([NH:37][CH:34]1[CH2:35][CH2:36][O:31][CH2:32][CH2:33]1)=[O:6] |f:2.3|. Procedure: A yellow mixture of 2-amino-3-bromobenzoic acid (Oakwood Products, Inc., West Columbia, S.C., 2.125 g, 9.83 mmol), 2,4,6-tripropyl-1,3,5,2,4,6-trioxatriphosphinane 2,4,6-trioxide (6.37 mL, 10.82 mmol), tetrahydro-2H-pyran-4-amine hydrochloride (Combi-Blocks, Inc., San Diego, Calif., 4.06 g, 29.5 mmol), and DIEA (5.15 mL, 29.5 mmol) was stirred at 0° C. for 5 min; the reaction mixture was then warmed to RT and stir for 30 min when product was observed via LCMS. The reaction mixture was diluted wi... The reactants are CC1=C(C(C=O)=CC(=C1)CCCCCCCCC)O (3-Methyl-5-nonylsalicylaldehyde), S(=O)(=O)(O)O.NO (hydroxylamine sulfate), C(C)(=O)[O-].[Na+] (sodium acetate). Solvent: CO (methanol). The product is CC1=C(C(C=NO)=CC(=C1)CCCCCCCCC)O (3-methyl-5-nonylsalicylaldoxime). Yield: 178.9%. RXN SMILES: [CH3:1][C:2]1[CH:9]=[C:8]([CH2:10][CH2:11][CH2:12][CH2:13][CH2:14][CH2:15][CH2:16][CH2:17][CH3:18])[CH:7]=[C:4]([CH:5]=O)[C:3]=1[OH:19].S(O)(O)(=O)=O.[NH2:25][OH:26].C([O-])(=O)C.[Na+]>CO>[CH3:1][C:2]1[CH:9]=[C:8]([CH2:10][CH2:11][CH2:12][CH2:13][CH2:14][CH2:15][CH2:16][CH2:17][CH3:18])[CH:7]=[C:4]([CH:5]=[N:25][OH:26])[C:3]=1[OH:19] |f:1.2,3.4|. Procedure: 3-Methyl-5-nonylsalicylaldehyde (1b) (570.8 g, 2.18 mol) was treated with hydroxylamine sulfate (197 g, 1.2 mol) and anhydrous sodium acetate (197 g, 2.40 mol) in methanol (1.5 L) at reflux for 16.5 h. Crude product in the solvent was filtered and concentrated to obtain 3-methyl-5-nonylsalicylaldoxime (595.45 g) in 98.6% yield. Starting materials: CC(=O)OCCNC(=O)C(N)Cc1ccc(C(F)(F)F)cc1, O=C(O)c1ccc(OCCC(F)(F)F)cc1. The product is CC(=O)OCCNC(=O)C(Cc1ccc(C(F)(F)F)cc1)NC(=O)c1ccc(OCCC(F)(F)F)cc1. RXN SMILES: [C:1]([CH3:2])(=[O:3])[O:4][CH2:5][CH2:6][NH:7][C:8]([CH:9]([CH2:10][c:11]1[cH:12][cH:13][c:14]([C:17]([F:18])([F:19])[F:20])[cH:15][cH:16]1)[NH2:21])=[O:22].[F:23][C:24]([CH2:25][CH2:26][O:27][c:28]1[cH:29][cH:30][c:31]([C:32](=[O:33])[OH:34])[cH:35][cH:36]1)([F:37])[F:38]>>[C:1]([CH3:2])(=[O:3])[O:4][CH2:5][CH2:6][NH:7][C:8]([CH:9]([CH2:10][c:11]1[cH:12][cH:13][c:14]([C:17]([F:18])([F:19])[F:20])[cH:15][cH:16]1)[NH:21][C:32]([c:31]1[cH:30][cH:29][c:28]([O:27][CH2:26][CH2:25][C:24]([F:23])([F:37])[F:38])[cH:36][cH:35]1)=[O:33])=[O:22].